Task: describe an organic reaction: reactants, conditions, products, and yield. Dataset: the Open Reaction Database (ORD), a public repository of structured organic reaction records Reactants: CS(C)=O, CCOC(C)=O, Fc1cc(I)ccn1, N#C[Na]. The product is N#Cc1cc(I)ccn1. As a reaction SMILES: [CH3:12][S:13](=[O:14])[CH3:15].[CH3:16][CH2:17][O:18][C:19](=[O:20])[CH3:21].[F:1][c:2]1[n:3][cH:4][cH:5][c:6]([I:8])[cH:7]1.[Na:9][C:10]#[N:11]>>[c:2]1([C:10]#[N:11])[n:3][cH:4][cH:5][c:6]([I:8])[cH:7]1.